Dataset: the Open Reaction Database (ORD), a public repository of structured organic reaction records. Task: describe an organic reaction: reactants, conditions, products, and yield The reactants are COc1ccc(CC(C)[N+](=O)[O-])cc1OCc1ccccc1, CO, NN, O. Yields the product COc1ccc(CC(C)N)cc1OCc1ccccc1. RXN SMILES: [CH2:1]([c:2]1[cH:3][cH:4][cH:5][cH:6][cH:7]1)[O:8][c:9]1[c:10]([O:21][CH3:22])[cH:11][cH:12][c:13]([CH2:15][CH:16]([CH3:17])[N+:18]([O-:19])=[O:20])[cH:14]1.[CH3:26][OH:27].[NH2:24][NH2:25].[OH2:23]>>[CH2:1]([c:2]1[cH:3][cH:4][cH:5][cH:6][cH:7]1)[O:8][c:9]1[c:10]([O:21][CH3:22])[cH:11][cH:12][c:13]([CH2:15][CH:16]([CH3:17])[NH2:18])[cH:14]1. Starting materials: CCOCC, CCOC(C)=O, Cc1ccc(Oc2ccc(Nc3ncnc(Cl)c3[N+](=O)[O-])cc2C)cn1, Cl, Cl, [Na+], [OH-], O, O, O, Cl[Sn](Cl)(Cl)Cl. The product is Cc1ccc(Oc2ccc(Nc3ncnc(Cl)c3N)cc2C)cn1. RXN SMILES: [CH3:38][CH2:39][O:40][CH2:41][CH3:42].[CH3:44][CH2:45][O:46][C:47](=[O:48])[CH3:49].[Cl:2][c:3]1[c:4]([N+:25]([O-:26])=[O:27])[c:5]([NH:9][c:10]2[cH:11][c:12]([CH3:24])[c:13]([O:16][c:17]3[cH:18][n:19][c:20]([CH3:23])[cH:21][cH:22]3)[cH:14][cH:15]2)[n:6][cH:7][n:8]1.[ClH:1].[ClH:43].[Na+:37].[OH-:36].[OH2:28].[OH2:29].[OH2:35].[Sn:30]([Cl:31])([Cl:32])([Cl:33])[Cl:34]>>[Cl:2][c:3]1[c:4]([NH2:25])[c:5]([NH:9][c:10]2[cH:11][c:12]([CH3:24])[c:13]([O:16][c:17]3[cH:18][n:19][c:20]([CH3:23])[cH:21][cH:22]3)[cH:14][cH:15]2)[n:6][cH:7][n:8]1. Starting materials: CC(C)C(=O)c1cnc2c(O)cccc2c1Cl, Cc1ccccc1N, C1COCCO1. Product: Cc1ccccc1Nc1c(C(=O)C(C)C)cnc2c(O)cccc12. Reaction SMILES: [C:1]([CH:2]([CH3:3])[CH3:4])(=[O:5])[c:6]1[cH:7][n:8][c:9]2[c:10]([OH:17])[cH:11][cH:12][cH:13][c:14]2[c:15]1[Cl:16].[CH3:18][c:19]1[c:20]([NH2:21])[cH:22][cH:23][cH:24][cH:25]1.[O:26]1[CH2:27][CH2:28][O:29][CH2:30][CH2:31]1>>[C:1]([CH:2]([CH3:3])[CH3:4])(=[O:5])[c:6]1[cH:7][n:8][c:9]2[c:10]([OH:17])[cH:11][cH:12][cH:13][c:14]2[c:15]1[NH:21][c:20]1[c:19]([CH3:18])[cH:25][cH:24][cH:23][cH:22]1. The reactants are ClCC1=NC=CC=N1 (2-chloromethylpyrimidine), dimethyl-N-cyanoimidodithiocarbonate, CN (methylamine), C1(C=2C(C(N1C(C)S)=O)=CC=CC2)=O (phthalimidoethanethiol), NCCSCC1=NC=CC=N1 (2-[(2-aminoethyl)thiomethyl]-pyrimidine). The product is C(#N)NC(=NCCSCC1=NC=CC=N1)NC (N-cyano-N'-methyl-N"-[2-(2pyrimidylmethylthio)ethyl]-guanidine). Reaction SMILES: ClC[C:3]1[N:8]=[CH:7]C=[CH:5][N:4]=1.C1(=O)[N:13](C(S)C)C(=O)C2=CC=CC=C12.[NH2:23][CH2:24][CH2:25][S:26][CH2:27][C:28]1[N:33]=[CH:32][CH:31]=[CH:30][N:29]=1.CN>>[C:5]([NH:4][C:3]([NH:8][CH3:7])=[N:23][CH2:24][CH2:25][S:26][CH2:27][C:28]1[N:29]=[CH:30][CH:31]=[CH:32][N:33]=1)#[N:13]. Procedure: Reacting 2-chloromethylpyrimidine with phthalimidoethanethiol by the procedure of Example 1(i)(b) and then reacting the resulting 2-[(2-aminoethyl)thiomethyl]-pyrimidine with dimethyl-N-cyanoimidodithiocarbonate and methylamine by the procedure of Example 3(d) gives N-cyano-N'-methyl-N"-[2-(2pyrimidylmethylthio)ethyl]-guanidine. The reactants are C1(=CC=CC=C1)C1(C=2C=CC=CC2N2C3=C(C=C(C=C13)B(O)O)C=1C=CC=CC12)C1=CC=CC=C1 (8,8-diphenyl-8H-indolo[3,2,1-de]acridine-6-boronic acid), O1CCOCC1 (dioxane), ClC1=NC(=NC(=N1)C1=CC=CC=C1)C1=CC=CC=C1 (2-chloro-4,6-diphenyl-1,3,5-triazine), C([O-])([O-])=O.[Na+].[Na+] (sodium carbonate). Reagents/catalysts: C=1C=CC(=CC1)[P](C=2C=CC=CC2)(C=3C=CC=CC3)[Pd]([P](C=4C=CC=CC4)(C=5C=CC=CC5)C=6C=CC=CC6)([P](C=7C=CC=CC7)(C=8C=CC=CC8)C=9C=CC=CC9)[P](C=1C=CC=CC1)(C=1C=CC=CC1)C=1C=CC=CC1 (Pd(PPh3)4). Solvent: C1(=CC=CC=C1)C (toluene), O (water). Yields the product C1(=CC=CC=C1)C1=NC(=NC(=N1)C1=CC=CC=C1)C=1C=C2C(C=3C=CC=CC3N3C2=C(C1)C=1C=CC=CC13)(C1=CC=CC=C1)C1=CC=CC=C1 (6-(4,6-Diphenyl-1,3,5-triazin-2-yl)-8,8-diphenyl-8H-indolo[3,2,1-de]acridine). RXN SMILES: [C:1]1([C:7]2([C:30]3[CH:35]=[CH:34][CH:33]=[CH:32][CH:31]=3)[C:20]3[C:15]4=[C:16](C5C=CC=CC=5[N:14]4[C:13]4[CH:12]=[CH:11][CH:10]=[CH:9][C:8]2=4)[CH:17]=[C:18](B(O)O)[CH:19]=3)[CH:6]=[CH:5][CH:4]=[CH:3][CH:2]=1.Cl[C:37]1[N:42]=[C:41]([C:43]2[CH:48]=[CH:47][CH:46]=[CH:45][CH:44]=2)[N:40]=[C:39]([C:49]2[CH:54]=[CH:53][CH:52]=[CH:51][CH:50]=2)[N:38]=1.C(=O)([O-])[O-].[Na+].[Na+].O1[CH2:66][CH2:65]OCC1>C1(C)C=CC=CC=1.C1C=CC([P]([Pd]([P](C2C=CC=CC=2)(C2C=CC=CC=2)C2C=CC=CC=2)([P](C2C=CC=CC=2)(C2C=CC=CC=2)C2C=CC=CC=2)[P](C2C=CC=CC=2)(C2C=CC=CC=2)C2C=CC=CC=2)(C2C=CC=CC=2)C2C=CC=CC=2)=CC=1.O>[C:66]1([C:37]2[N:42]=[C:41]([C:43]3[CH:48]=[CH:47][CH:46]=[CH:45][CH:44]=3)[N:40]=[C:39]([C:49]3[CH:54]=[C:53]4[C:52]5=[C:51]([C:8]6[CH:9]=[CH:10][CH:11]=[CH:12][C:13]=6[N:14]5[C:15]5[CH:16]=[CH:17][CH:18]=[CH:19][C:20]=5[C:7]4([C:1]4[CH:6]=[CH:5][CH:4]=[CH:3][CH:2]=4)[C:30]4[CH:35]=[CH:34][CH:33]=[CH:32][CH:31]=4)[CH:50]=3)[N:38]=2)[CH:65]=[CH:3][CH:2]=[CH:1][CH:6]=1 |f:2.3.4,^1:77,79,98,117|. Procedure: 20 g (44 mmol) of 8,8-diphenyl-8H-indolo[3,2,1-de]acridine-6-boronic acid, 11.7 g (44 mmol) of 2-chloro-4,6-diphenyl-1,3,5-triazine and 2.9 g (27.4 mmol) of sodium carbonate are suspended in 70 ml of toluene, 70 ml of dioxane and 50 ml of water. 1.44 mg (1.24 mmol) of Pd(PPh3)4 are added to this suspension, and the reaction mixture is heated under reflux for 16 h. After cooling, the organic phase is separated off, filtered through silica gel, washed three times with 200 ml of water and subsequen... Starting materials: CN1CCCC1=O, Ic1ccsc1, Oc1ccc(OC2CN3CCC2CC3)cc1. Product: c1cc(Oc2ccc(OC3CN4CCC3CC4)cc2)cs1. RXN SMILES: [CH3:23][N:24]1[C:25](=[O:26])[CH2:27][CH2:28][CH2:29]1.[I:17][c:18]1[cH:19][s:20][cH:21][cH:22]1.[N:1]12[CH2:2][CH:3]([O:9][c:10]3[cH:11][cH:12][c:13]([OH:16])[cH:14][cH:15]3)[CH:4]([CH2:5][CH2:6]1)[CH2:7][CH2:8]2>>[N:1]12[CH2:2][CH:3]([O:9][c:10]3[cH:11][cH:12][c:13]([O:16][c:18]4[cH:19][s:20][cH:21][cH:22]4)[cH:14][cH:15]3)[CH:4]([CH2:5][CH2:6]1)[CH2:7][CH2:8]2.